This data is from the Open Reaction Database (ORD), a public repository of structured organic reaction records. The task is: describe an organic reaction: reactants, conditions, products, and yield Reactants: COc1c(F)c(F)cc2c(=O)c(C(=O)O)cn(C3CC3)c12, [K+], O=[N+]([O-])[O-], O, O=S(=O)(O)O. As a reaction SMILES: [CH:1]1([n:4]2[cH:5][c:6]([C:19](=[O:20])[OH:21])[c:7](=[O:18])[c:8]3[cH:9][c:10]([F:17])[c:11]([F:16])[c:12]([O:14][CH3:15])[c:13]23)[CH2:2][CH2:3]1.[K+:22].[O-:23][N+:24]([O-:25])=[O:26].[OH2:27].[S:28](=[O:29])(=[O:30])([OH:31])[OH:32]>>[CH:1]1([n:4]2[cH:5][c:6]([C:19](=[O:20])[OH:21])[c:7](=[O:18])[c:8]3[c:9]([N+:24](=[O:23])[O-:25])[c:10]([F:17])[c:11]([F:16])[c:12]([O:14][CH3:15])[c:13]23)[CH2:2][CH2:3]1. The product is COc1c(F)c(F)c([N+](=O)[O-])c2c(=O)c(C(=O)O)cn(C3CC3)c12. The reactants are CC(C)(C)OC(=O)NCC1(c2noc(=O)[nH]2)CC12CCCCC2, C1COCCO1, Cl. The product is Cl, NCC1(c2noc(=O)[nH]2)CC12CCCCC2. As a reaction SMILES: [C:1]([O:2][C:3](=[O:4])[NH:7][CH2:8][C:9]1([c:17]2[n:18][o:19][c:20](=[O:22])[nH:21]2)[CH2:10][C:11]12[CH2:12][CH2:13][CH2:14][CH2:15][CH2:16]2)([CH3:5])([CH3:6])[CH3:23].[CH2:25]1[O:26][CH2:27][CH2:28][O:29][CH2:30]1.[ClH:24]>>[ClH:24].[NH2:7][CH2:8][C:9]1([c:17]2[n:18][o:19][c:20](=[O:22])[nH:21]2)[CH2:10][C:11]12[CH2:12][CH2:13][CH2:14][CH2:15][CH2:16]2. The reactants are C(C1=CC=CC=C1)OC(=O)N1N=C(C(=C1C)CC1=CC=C(C=C1)OC(C)C)O[C@H]1[C@H](O)[C@@H](O)[C@H](O)[C@H](O1)C(OOCC)=C=O (1-(benzyloxycarbonyl)-3-(6-O-ethoxy-carbonyl-β-D-glucopyranosyloxy)-4-[(4-isopropoxyphenyl)-methyl]-5-methylpyrazole). The reagents and catalysts are [C].[Pd] (palladium-carbon). Solvent: O1CCCC1 (tetrahydrofuran). Reaction conditions: time 3 hour. Product: C(C)OC(=O)OC[C@@H]1[C@H]([C@@H]([C@H]([C@@H](O1)OC1=NNC(=C1CC1=CC=C(C=C1)OC(C)C)C)O)O)O (3-(6-O-ethoxycarbonyl-β-D-glucopyranosyloxy)-4-[(4-isopropoxy-phenyl)methyl]-5-methyl-1H-pyrazole). Isolated yield 150.0%. Reaction SMILES: C(OC([N:11]1[C:15]([CH3:16])=[C:14]([CH2:17][C:18]2[CH:23]=[CH:22][C:21]([O:24][CH:25]([CH3:27])[CH3:26])=[CH:20][CH:19]=2)[C:13]([O:28][C@@H:29]2[O:37][C@H:36]([C:38](=C=O)[O:39]OCC)[C@@H:34]([OH:35])[C@H:32]([OH:33])[C@H:30]2[OH:31])=[N:12]1)=O)C1C=CC=CC=1>O1CCCC1.[C].[Pd]>[CH2:13]([O:28][C:29]([O:39][CH2:38][C@H:36]1[O:37][C@@H:29]([O:28][C:13]2[C:14]([CH2:17][C:18]3[CH:19]=[CH:20][C:21]([O:24][CH:25]([CH3:27])[CH3:26])=[CH:22][CH:23]=3)=[C:15]([CH3:16])[NH:11][N:12]=2)[C@H:30]([OH:31])[C@@H:32]([OH:33])[C@@H:34]1[OH:35])=[O:37])[CH3:14] |f:2.3|. Reported procedure: To a solution of 1-(benzyloxycarbonyl)-3-(6-O-ethoxy-carbonyl-β-D-glucopyranosyloxy)-4-[(4-isopropoxyphenyl)-methyl]-5-methylpyrazole (0.17 g) in tetrahydrofuran (4 mL) was added 10% palladium-carbon powder, and the mixture was stirred under hydrogen atmosphere at room temperature for 3 hours. The resulting insoluble material was removed by filtration, and the solvent of the filtrate was removed under reduced pressure. The residue was purified by column chromatography on silica gel (eluent: dich... The reactants are NaIO4, CC(C)(C)O (t-BuOH), FC(C(C(F)(F)F)C1=CC=C(C=C1)C=C)(F)F (1-(2,2,2-Trifluoro-1-trifluoromethyl-ethyl)-4-vinyl-benzene). Reagents/catalysts: O=[Os](=O)(=O)=O (OsO4). The solvent is O (water), O1CCOCC1 (dioxane). Reaction conditions: time 2 hour. Yields the product FC(C(C(F)(F)F)C1=CC=C(C=O)C=C1)(F)F (4-(2,2,2-Trifluoro-1-trifluoromethyl-ethyl)-benzaldehyde). The yield is 61.0%. Reaction SMILES: [F:1][C:2]([F:17])([F:16])[CH:3]([C:8]1[CH:13]=[CH:12][C:11]([CH:14]=C)=[CH:10][CH:9]=1)[C:4]([F:7])([F:6])[F:5].CC([OH:22])(C)C>O1CCOCC1.O.O=[Os](=O)(=O)=O>[F:1][C:2]([F:17])([F:16])[CH:3]([C:8]1[CH:13]=[CH:12][C:11]([CH:14]=[O:22])=[CH:10][CH:9]=1)[C:4]([F:7])([F:6])[F:5]. Procedure: 1-(2,2,2-Trifluoro-1-trifluoromethyl-ethyl)-4-vinyl-benzene (80 mg, 0.3 mmol) was dissolved in dioxane (6 ml) and water (5 ml). NaIO4 (181 mg, 0.84 mmol) and OsO4 (0.18 ml of a 2.5 % t-BuOH solution) were added. The mixture was allowed to stir at room temperature for 2 h, and then it was partitioned between ethyl acetate and brine. The ethyl acetate was washed with three additional times with brine, dried over MgSO4, and the solvent was removed under vacuum to give the title product (47 mg (61%)... RXN SMILES: [C:1]([O:2][CH2:3][I:4])([O:5][CH2:6][CH2:7][O:8][CH3:9])=[O:10].[C:41](=[O:42])([O-:43])[O-:44].[CH2:52]([N+:53]([CH2:54][CH2:55][CH2:56][CH3:57])([CH2:58][CH2:59][CH2:60][CH3:61])[CH2:62][CH2:63][CH2:64][CH3:65])[CH2:66][CH2:67][CH3:68].[F:12][c:13]1[c:14]([CH2:20][NH:21][C:22](=[O:23])[c:24]2[c:25](=[O:40])[c:26]([OH:39])[c:27]3[n:28]([cH:38]2)[CH2:29][CH:30]2[N:31]([C:32]3=[O:33])[CH:34]([CH3:37])[CH2:35][O:36]2)[cH:15][cH:16][c:17]([F:19])[cH:18]1.[K+:45].[K+:46].[Na:11].[S:47]([O-:48])([OH:49])(=[O:50])=[O:51]>>[C:1]([O:2][CH2:3][O:39][c:26]1[c:25](=[O:40])[c:24]([C:22]([NH:21][CH2:20][c:14]2[c:13]([F:12])[cH:18][c:17]([F:19])[cH:16][cH:15]2)=[O:23])[cH:38][n:28]2[c:27]1[C:32](=[O:33])[N:31]1[CH:30]([CH2:29]2)[O:36][CH2:35][CH:34]1[CH3:37])([O:5][CH2:6][CH2:7][O:8][CH3:9])=[O:10]. Reactants: COCCOC(=O)OCI, O=C([O-])[O-], CCCC[N+](CCCC)(CCCC)CCCC, CC1COC2Cn3cc(C(=O)NCc4ccc(F)cc4F)c(=O)c(O)c3C(=O)N12, [K+], [K+], [Na], O=S(=O)([O-])O. Yields the product COCCOC(=O)OCOc1c2n(cc(C(=O)NCc3ccc(F)cc3F)c1=O)CC1OCC(C)N1C2=O. Starting materials: O=C([O-])[O-], COC(=O)c1cc([N+](=O)[O-])n[nH]1, CN(C)C=O, CCI, [K+], [K+], O. Product: CCn1nc([N+](=O)[O-])cc1C(=O)OC. RXN SMILES: [C:16](=[O:17])([O-:18])[O-:19].[CH3:1][O:2][C:3](=[O:4])[c:5]1[nH:6][n:7][c:8]([N+:10](=[O:11])[O-:12])[cH:9]1.[CH3:23][N:24]([CH3:25])[CH:26]=[O:27].[I:13][CH2:14][CH3:15].[K+:20].[K+:21].[OH2:22]>>[CH3:1][O:2][C:3](=[O:4])[c:5]1[n:6]([CH2:14][CH3:15])[n:7][c:8]([N+:10](=[O:11])[O-:12])[cH:9]1. Starting materials: C(CC)(=O)O.C(CC)(=O)O.O[C@@H]1[C@]2(C)[C@@H](CC1)[C@@H]1[C@@H](CC3=CC(C[C@@H]([C@]3(CO)[C@H]1CC2)C)=O)C (17β,19-dihydroxy-1α,7α-dimethyl-4-androsten-3-one dipropionate), C(CC)(=O)O.C(CC)(=O)O.O[C@@H]1[C@]2(C)[C@@H](CC1)[C@@H]1C[C@@H](C3=CC(C[C@@H]([C@]3(CO)[C@H]1CC2)C)=O)C (17β,19-dihydroxy-1α,6α-dimethyl-4-androsten-3-one dipropionate). Product: 17β,19-dihydroxy-1α,17α-dimethyl-4-androsten-3-one, O[C@@H]1[C@]2(C)[C@@H](CC1)[C@@H]1C[C@@H](C3=CC(C[C@@H]([C@]3(CO)[C@H]1CC2)C)=O)C (17β,19-dihydroxy-1α,6α-dimethyl-4-androsten-3-one). Reaction SMILES: C(O)(=O)CC.C(O)(=O)CC.O[C@H]1CC[C@H]2[C@H]3[C@H](CC[C@]12C)[C@]1(CO)C(=CC(=O)C[C@@H]1C)C[C@H]3C.C(O)(=O)CC.C(O)(=O)CC.[OH:45][C@H:46]1[CH2:51][CH2:50][C@H:49]2[C@H:52]3[C@H:63]([CH2:64][CH2:65][C@:47]12[CH3:48])[C@:60]1([CH2:61][OH:62])[C:55](=[CH:56][C:57](=[O:67])[CH2:58][C@@H:59]1[CH3:66])[C@@H:54]([CH3:68])[CH2:53]3>>[OH:45][C@H:46]1[CH2:51][CH2:50][C@H:49]2[C@H:52]3[C@H:63]([CH2:64][CH2:65][C@:47]12[CH3:48])[C@:60]1([CH2:61][OH:62])[C:55](=[CH:56][C:57](=[O:67])[CH2:58][C@@H:59]1[CH3:66])[C@@H:54]([CH3:68])[CH2:53]3 |f:0.1.2,3.4.5|. Procedure details: Substituting 17β,19-dihydroxy-1α,7α-dimethyl-4-androsten-3-one dipropionate and 17β,19-dihydroxy-1α,6α-dimethyl-4-androsten-3-one dipropionate in the above procedure results in the preparation of 17β,19-dihydroxy-1α,17α-dimethyl-4-androsten-3-one and 17β,19-dihydroxy-1α,6α-dimethyl-4-androsten-3-one, respectively. The reactants are O=C([O-])[O-], Cc1cccnc1CCl, [K+], [K+], CN(C)C=O, O=c1cc(O)ccn1CCc1ccc(CO)cc1. Yields the product Cc1cccnc1COc1ccn(CCc2ccc(CO)cc2)c(=O)c1. As a reaction SMILES: [C:28](=[O:29])([O-:30])[O-:31].[Cl:19][CH2:20][c:21]1[n:22][cH:23][cH:24][cH:25][c:26]1[CH3:27].[K+:32].[K+:33].[O:34]=[CH:35][N:36]([CH3:37])[CH3:38].[OH:1][c:2]1[cH:3][c:4](=[O:18])[n:5]([CH2:8][CH2:9][c:10]2[cH:11][cH:12][c:13]([CH2:16][OH:17])[cH:14][cH:15]2)[cH:6][cH:7]1>>[O:1]([c:2]1[cH:3][c:4](=[O:18])[n:5]([CH2:8][CH2:9][c:10]2[cH:11][cH:12][c:13]([CH2:16][OH:17])[cH:14][cH:15]2)[cH:6][cH:7]1)[CH2:20][c:21]1[n:22][cH:23][cH:24][cH:25][c:26]1[CH3:27]. The reactants are BrC1=C(C=CC(=C1)C1CN(CCO1)CCC)O (2-Bromo-4-(4-propylmorpholin-2-yl)phenol), C([O-])([O-])=O.[K+].[K+] (potassium carbonate), C(C1=CC=CC=C1)Br (benzyl bromide), CO (methanol). The solvent is CN(C)C=O (DMF). Reaction conditions: temperature 150 celsius. Product: C(C1=CC=CC=C1)OC1=C(C=C(C=C1)C1CN(CCO1)CCC)Br (2-(4-benzyloxy-3-bromophenyl)-4-propylmorpholine). Isolated yield 100.0%. Reaction SMILES: [Br:1][C:2]1[CH:7]=[C:6]([CH:8]2[O:13][CH2:12][CH2:11][N:10]([CH2:14][CH2:15][CH3:16])[CH2:9]2)[CH:5]=[CH:4][C:3]=1[OH:17].C(=O)([O-])[O-].[K+].[K+].[CH2:24](Br)[C:25]1[CH:30]=[CH:29][CH:28]=[CH:27][CH:26]=1.CO>CN(C=O)C>[CH2:24]([O:17][C:3]1[CH:4]=[CH:5][C:6]([CH:8]2[O:13][CH2:12][CH2:11][N:10]([CH2:14][CH2:15][CH3:16])[CH2:9]2)=[CH:7][C:2]=1[Br:1])[C:25]1[CH:30]=[CH:29][CH:28]=[CH:27][CH:26]=1 |f:1.2.3|. Reported procedure: To the phenol from example 30 (117.5 mg 0.39 mmol) in dry DMF (10 ml) under an atmosphere of nitrogen, was added potassium carbonate (75 mg, 0.54 mmol) and benzyl bromide (0.07 ml, 0.54 mmol). The reaction mixture was heated to 150° C. for 48 hours. After cooling, the reaction mixture was concentrated in vacuo and the residue partitioned between ethyl acetate (50 ml) and water (50 ml). The aqueous layer was then re-extracted with ethyl acetate (2×20 ml). The combined organic extracts were then d...